Dataset: the Open Reaction Database (ORD), a public repository of structured organic reaction records. Task: describe an organic reaction: reactants, conditions, products, and yield Starting materials: CC1=NC(=CC=C1)C#CC=C1CCNCC1 (2-Methyl-6-(3-piperidin-4-ylideneprop-1-ynyl)pyridine), C1(=CC=C(C=C1)S(=O)(=O)Cl)C (p-toluenesulfonyl chloride), TEA. Solvent: C(Cl)(Cl)Cl (CHCl3). Yields the product CC1=NC(=CC=C1)C#CC=C1CCN(CC1)S(=O)(=O)C1=CC=C(C=C1)C (2-Methyl-6-{3-[1-(toluene-4-sulfonyl)piperidin-4-ylidene]prop-1-ynyl}pyridine). Isolated yield 64.6%. RXN SMILES: [CH3:1][C:2]1[CH:7]=[CH:6][CH:5]=[C:4]([C:8]#[C:9][CH:10]=[C:11]2[CH2:16][CH2:15][NH:14][CH2:13][CH2:12]2)[N:3]=1.[C:17]1([CH3:27])[CH:22]=[CH:21][C:20]([S:23](Cl)(=[O:25])=[O:24])=[CH:19][CH:18]=1>C(Cl)(Cl)Cl>[CH3:1][C:2]1[CH:7]=[CH:6][CH:5]=[C:4]([C:8]#[C:9][CH:10]=[C:11]2[CH2:12][CH2:13][N:14]([S:23]([C:20]3[CH:21]=[CH:22][C:17]([CH3:27])=[CH:18][CH:19]=3)(=[O:25])=[O:24])[CH2:15][CH2:16]2)[N:3]=1. Reported procedure: A solution of the Compound of Example 3 (60 mg, 0.283 mmol), p-toluenesulfonyl chloride (80.9 mg, 0.425 mmol), TEA (0.425 mmol) in 5 mL of CHCl3 was stirred at r.t. for 1 h. The chloroform solution was washed with NaOH 0.1 N, water, dried over Na2SO4 and evaporated to dryness in vacuo. Purification by flash chromatography (EtOAc—Petroleum Ether 1:1), afforded 67 mg of the title product.